describe an organic reaction: reactants, conditions, products, and yield From a dataset of the Open Reaction Database (ORD), a public repository of structured organic reaction records. Reactants: ClCCN1C(NC2=C1C=CC=C2)=O (1-(2-chloroethyl)-1,3-dihydro-2H-benzimidazol-2-one), Cl.FC1=CC=C(C=C1)C(CC1CCNCC1)=O (1-(4-fluorophenyl)-2-(4-piperidinyl)ethanone hydrochloride), C([O-])([O-])=O.[Na+].[Na+] (sodium carbonate), [I-].[K+] (potassium iodide). Run in O (water), O (water), CC(CC(C)=O)C (4-methyl-2-pentanone). Yields the product FC1=CC=C(C=C1)C(CC1CCN(CC1)CCN1C(NC2=C1C=CC=C2)=O)=O (1-[2-[4-[2-(4-fluorophenyl)-2-oxoethyl]-1-piperidinyl]ethyl]-1,3-dihydro-2H-benzimidazol-2-one). Reaction SMILES: Cl[CH2:2][CH2:3][N:4]1[C:8]2[CH:9]=[CH:10][CH:11]=[CH:12][C:7]=2[NH:6][C:5]1=[O:13].Cl.[F:15][C:16]1[CH:21]=[CH:20][C:19]([C:22](=[O:30])[CH2:23][CH:24]2[CH2:29][CH2:28][NH:27][CH2:26][CH2:25]2)=[CH:18][CH:17]=1.C(=O)([O-])[O-].[Na+].[Na+].[I-].[K+]>O.CC(C)CC(=O)C>[F:15][C:16]1[CH:21]=[CH:20][C:19]([C:22](=[O:30])[CH2:23][CH:24]2[CH2:29][CH2:28][N:27]([CH2:2][CH2:3][N:4]3[C:8]4[CH:9]=[CH:10][CH:11]=[CH:12][C:7]=4[NH:6][C:5]3=[O:13])[CH2:26][CH2:25]2)=[CH:18][CH:17]=1 |f:1.2,3.4.5,6.7|. Procedure details: A mixture of 2.16 parts of 1-(2-chloroethyl)-1,3-dihydro-2H-benzimidazol-2-one, 2.57 parts of 1-(4-fluorophenyl)-2-(4-piperidinyl)ethanone hydrochloride, 5.3 parts of sodium carbonate, 0.2 parts of potassium iodide and 200 parts of 4-methyl-2-pentanone is stirred and refluxed for 15 hours using a water-separator. The reaction mixture is cooled, water is added and the layers are separated. The organic phase is dried, filtered and evaporated. The residue is crystallized from a mixture of 2,2'-oxyb... Starting materials: C(C)C1=C(C=C(C(=O)N2CCC3(OC4=C(N5C3=CC=C5)C=CC(=C4)C(=O)OC)CC2)C=C1)OC (methyl 1-(4-ethyl-3-methoxy-benzoyl)spiro[piperidine-4,4′-pyrrolo[2,1-c][1,4]benzoxazine]-7′-carboxylate), [Li+].[OH-] (LiOH). Solvent: O1CCOCC1 (dioxane), C(C)(=O)OCC (ethyl acetate). The product is C(C)C1=C(C=C(C(=O)N2CCC3(CC2)C=2N(C4=C(O3)C=C(C=C4)C(=O)O)C=CC2)C=C1)OC (1′-(4-Ethyl-3-methoxybenzoyl)spiro[benzo[b]pyrrolo[1,2-d][1,4]oxazine-4,4′-piperidine]-7-carboxylic acid). Reaction SMILES: [CH2:1]([C:3]1[CH:32]=[CH:31][C:6]([C:7]([N:9]2[CH2:30][CH2:29][C:12]3([C:17]4=[CH:18][CH:19]=[CH:20][N:16]4[C:15]4[CH:21]=[CH:22][C:23]([C:25]([O:27]C)=[O:26])=[CH:24][C:14]=4[O:13]3)[CH2:11][CH2:10]2)=[O:8])=[CH:5][C:4]=1[O:33][CH3:34])[CH3:2].[Li+].[OH-]>O1CCOCC1.C(OCC)(=O)C>[CH2:1]([C:3]1[CH:32]=[CH:31][C:6]([C:7]([N:9]2[CH2:10][CH2:11][C:12]3([O:13][C:14]4[CH:24]=[C:23]([C:25]([OH:27])=[O:26])[CH:22]=[CH:21][C:15]=4[N:16]4[CH:20]=[CH:19][CH:18]=[C:17]34)[CH2:29][CH2:30]2)=[O:8])=[CH:5][C:4]=1[O:33][CH3:34])[CH3:2] |f:1.2|. Procedure details: A solution of methyl 1-(4-ethyl-3-methoxy-benzoyl)spiro[piperidine-4,4′-pyrrolo[2,1-c][1,4]benzoxazine]-7′-carboxylate (1.1 g, 2.5 mmol) in LiOH (2.5 mL of 4.0 M, 9.9 mmol) and dioxane (5 mL) was stirred at 50° C. for 1 hour. The reaction was diluted with ethyl acetate and washed with water. The aqueous was acidified with 1N HCl and the product was extracted into ethyl acetate. The organics were dried over sodium sulfate, filtered and evaporated to yield a crude product that was used in the next... Reactants: COC(=O)c1ccc(OCc2c(-c3cccc(F)c3)noc2C)nc1, C[Al](C)C, NCC(F)(F)F, C1COCCO1, O. Yields the product Cc1onc(-c2cccc(F)c2)c1COc1ccc(C(=O)NCC(F)(F)F)cn1. RXN SMILES: [CH3:11][O:12][C:13]([c:14]1[cH:15][n:16][c:17]([O:20][CH2:21][c:22]2[c:23](-[c:28]3[cH:29][c:30]([F:34])[cH:31][cH:32][cH:33]3)[n:24][o:25][c:26]2[CH3:27])[cH:18][cH:19]1)=[O:35].[CH3:1][Al:2]([CH3:3])[CH3:4].[F:5][C:6]([CH2:7][NH2:8])([F:9])[F:10].[O:37]1[CH2:38][CH2:39][O:40][CH2:41][CH2:42]1.[OH2:36]>>[F:5][C:6]([CH2:7][NH:8][C:13](=[O:12])[c:14]1[cH:15][n:16][c:17]([O:20][CH2:21][c:22]2[c:23](-[c:28]3[cH:29][c:30]([F:34])[cH:31][cH:32][cH:33]3)[n:24][o:25][c:26]2[CH3:27])[cH:18][cH:19]1)([F:9])[F:10]. The reactants are O=C(n1ccnc1)n1ccnc1, COCCN, O=C(O)Cn1c(-c2ccc(Cl)cc2)nc2cccnc21, C1CCOC1. The product is COCCNC(=O)Cn1c(-c2ccc(Cl)cc2)nc2cccnc21. As a reaction SMILES: [C:21]([n:22]1[cH:23][cH:24][n:25][cH:26]1)([n:27]1[cH:28][cH:29][n:30][cH:31]1)=[O:32].[CH3:33][O:34][CH2:35][CH2:36][NH2:37].[Cl:1][c:2]1[cH:3][cH:4][c:5](-[c:8]2[n:9][c:10]3[c:11]([n:12][cH:13][cH:14][cH:15]3)[n:16]2[CH2:17][C:18](=[O:19])[OH:20])[cH:6][cH:7]1.[O:38]1[CH2:39][CH2:40][CH2:41][CH2:42]1>>[Cl:1][c:2]1[cH:3][cH:4][c:5](-[c:8]2[n:9][c:10]3[c:11]([n:12][cH:13][cH:14][cH:15]3)[n:16]2[CH2:17][C:18](=[O:20])[NH:37][CH2:36][CH2:35][O:34][CH3:33])[cH:6][cH:7]1. Reactants: CC(C)(C)OC(=O)N1CCN(c2ccc(N)nc2)CC1, CS(=O)c1ncc2cc(Cc3ccccc3)c(=O)n(C3CCCC3)c2n1, Cc1ccccc1. Yields the product CC(C)(C)OC(=O)N1CCN(c2ccc(Nc3ncc4cc(Cc5ccccc5)c(=O)n(C5CCCC5)c4n3)nc2)CC1. Reaction SMILES: [C:27]([CH3:28])([CH3:29])([CH3:30])[O:31][C:32](=[O:33])[N:34]1[CH2:35][CH2:36][N:37]([c:40]2[cH:41][n:42][c:43]([NH2:46])[cH:44][cH:45]2)[CH2:38][CH2:39]1.[CH2:1]([c:2]1[cH:3][cH:4][cH:5][cH:6][cH:7]1)[c:8]1[cH:9][c:10]2[c:11]([n:12][c:13]([S:16]([CH3:17])=[O:18])[n:14][cH:15]2)[n:19]([CH:22]2[CH2:23][CH2:24][CH2:25][CH2:26]2)[c:20]1=[O:21].[CH3:47][c:48]1[cH:49][cH:50][cH:51][cH:52][cH:53]1>>[CH2:1]([c:2]1[cH:3][cH:4][cH:5][cH:6][cH:7]1)[c:8]1[cH:9][c:10]2[c:11]([n:12][c:13]([NH:46][c:43]3[n:42][cH:41][c:40]([N:37]4[CH2:36][CH2:35][N:34]([C:32]([O:31][C:27]([CH3:28])([CH3:29])[CH3:30])=[O:33])[CH2:39][CH2:38]4)[cH:45][cH:44]3)[n:14][cH:15]2)[n:19]([CH:22]2[CH2:23][CH2:24][CH2:25][CH2:26]2)[c:20]1=[O:21]. Starting materials: CCCC(=O)c1c(C)cc(C)cc1O, CC(=O)O, [O-][Cl+3]([O-])([O-])O, [H][H], O=[Pt]. Yields the product CCCCc1c(C)cc(C)cc1O. RXN SMILES: [C:1]([CH2:2][CH2:3][CH3:4])(=[O:5])[c:6]1[c:7]([OH:14])[cH:8][c:9]([CH3:13])[cH:10][c:11]1[CH3:12].[CH3:24][C:25](=[O:26])[OH:27].[Cl+3:15]([OH:16])([O-:17])([O-:18])[O-:19].[H:20][H:21].[Pt:22]=[O:23]>>[CH2:1]([CH2:2][CH2:3][CH3:4])[c:6]1[c:7]([OH:14])[cH:8][c:9]([CH3:13])[cH:10][c:11]1[CH3:12]. The reactants are O=C([O-])C(O)C(O)C(=O)[O-], CC(C)C[Al+]CC(C)C, Cc1ccccc1, CC1(C)CC(O)c2c(cc(C3CCCC3)c(C(=O)c3ccc(C(F)(F)F)cc3)c2-c2ccc(F)cc2)O1, [H-], [K+], [Na+], O. Product: CC1(C)CC(O)c2c(cc(C3CCCC3)c(C(O)c3ccc(C(F)(F)F)cc3)c2-c2ccc(F)cc2)O1. As a reaction SMILES: [C:55]([CH:56]([CH:57]([C:58]([O-:59])=[O:60])[OH:61])[OH:62])([O-:63])=[O:64].[CH2:46]([Al+:47][CH2:48][CH:49]([CH3:50])[CH3:51])[CH:52]([CH3:53])[CH3:54].[CH3:38][c:39]1[cH:40][cH:41][cH:42][cH:43][cH:44]1.[CH:1]1([c:6]2[c:7]([C:26](=[O:27])[c:28]3[cH:29][cH:30][c:31]([C:34]([F:35])([F:36])[F:37])[cH:32][cH:33]3)[c:8](-[c:19]3[cH:20][cH:21][c:22]([F:25])[cH:23][cH:24]3)[c:9]3[c:14]([cH:15]2)[O:13][C:12]([CH3:16])([CH3:17])[CH2:11][CH:10]3[OH:18])[CH2:2][CH2:3][CH2:4][CH2:5]1.[H-:45].[K+:66].[Na+:65].[OH2:67]>>[CH:1]1([c:6]2[c:7]([CH:26]([OH:27])[c:28]3[cH:29][cH:30][c:31]([C:34]([F:35])([F:36])[F:37])[cH:32][cH:33]3)[c:8](-[c:19]3[cH:20][cH:21][c:22]([F:25])[cH:23][cH:24]3)[c:9]3[c:14]([cH:15]2)[O:13][C:12]([CH3:16])([CH3:17])[CH2:11][CH:10]3[OH:18])[CH2:2][CH2:3][CH2:4][CH2:5]1. Reactants: ClC1=CC(=NC=2N1N=C(C2)C)NC(C2=CC=C(C=C2)C(C)(C)O)=O (N-(7-chloro-2-methylpyrazolo[1,5-a]pyrimidin-5-yl)-4-(2-hydroxypropan-2-yl)benzamide), O1COC2=C1C=CC=C2B(O)O (benzo[d][1,3]dioxol-4-ylboronic acid), O1CCOCC1 (1,4-dioxane). The reagents and catalysts are C1=CC=C(C=C1)P([C-]2C=CC=C2)C3=CC=CC=C3.C1=CC=C(C=C1)P([C-]2C=CC=C2)C3=CC=CC=C3.Cl[Pd]Cl.[Fe+2] ([1,1′-bis(diphenylphosphino)ferrocene]dichloropalladium(II)). Solvent: CO (methanol). Run at temperature 110 celsius. The product is O1COC2=C1C=CC=C2C2=CC(=NC=1N2N=CC1)NC(C1=CC=C(C=C1)C(C)(C)O)=O (N-(7-(benzo[d][1,3]dioxol-4-yl)pyrazolo[1,5-a]pyrimidin-5-yl)-4-(2-hydroxypropan-2-yl)benzamide). The yield is 4.5%. RXN SMILES: Cl[C:2]1[N:7]2[N:8]=[C:9](C)[CH:10]=[C:6]2[N:5]=[C:4]([NH:12][C:13](=[O:24])[C:14]2[CH:19]=[CH:18][C:17]([C:20]([OH:23])([CH3:22])[CH3:21])=[CH:16][CH:15]=2)[CH:3]=1.[O:25]1[C:29]2[CH:30]=[CH:31][CH:32]=[C:33](B(O)O)[C:28]=2[O:27][CH2:26]1.O1CCOCC1>CO.C1C=CC(P(C2C=CC=CC=2)[C-]2C=CC=C2)=CC=1.C1C=CC(P(C2C=CC=CC=2)[C-]2C=CC=C2)=CC=1.Cl[Pd]Cl.[Fe+2]>[O:25]1[C:29]2[CH:30]=[CH:31][CH:32]=[C:33]([C:2]3[N:7]4[N:8]=[CH:9][CH:10]=[C:6]4[N:5]=[C:4]([NH:12][C:13](=[O:24])[C:14]4[CH:19]=[CH:18][C:17]([C:20]([OH:23])([CH3:21])[CH3:22])=[CH:16][CH:15]=4)[CH:3]=3)[C:28]=2[O:27][CH2:26]1 |f:4.5.6.7|. Procedure: A suspension of N-(7-chloro-2-methylpyrazolo[1,5-a]pyrimidin-5-yl)-4-(2-hydroxypropan-2-yl)benzamide (2D, 50 mg, 0.151 mmol), benzo[d][1,3]dioxol-4-ylboronic acid (50 mg, 0.302 mmol), and [1,1′-bis(diphenylphosphino)ferrocene]dichloropalladium(II) (9 mg, 12 μmol) in 2:1 1,4-dioxane/saturated aqueous NaHCO3 (330 microliters of 1,4-dioxane and 670 microliters of saturated aqueous NaHCO3) was prepared in a 2 mL microwave reaction vessel and the sealed reaction vessel warmed to 110° C. for 20 minute... Reactants: C(C)(C)(C)OC(=O)N1C(OC(C1CC1=CC=CC=C1)CC1C(CCC(C1)=O)C(NC(C)(C)C)=O)(C)C (4-benzyl-5-(2-tert-butylcarbamoyl-5-oxo-cyclohexylmethyl)-2,2-dimethyl-oxazolidine-3-carboxylic acid tert-butyl ester), CCC([BH-](C(CC)C)C(CC)C)C.[Li+] (L-selectride). Solvent: O1CCCC1 (tetrahydrofuran), O1CCCC1 (tetrahydrofuran). Conditions: temperature -78 celsius, time 30 minute. Product: C(C)(C)(C)OC(=O)N1C(OC(C1CC1=CC=CC=C1)CC1C(CCC(C1)O)C(NC(C)(C)C)=O)(C)C (4-benzyl-5-(2-tert-butylcarbamoyl-5-hydroxy-cyclohexylmethyl)-2,2-dimethyl-oxazolidine-3-carboxylic acid tert-butyl ester). Yield: 94.8%. As a reaction SMILES: [C:1]([O:5][C:6]([N:8]1[CH:12]([CH2:13][C:14]2[CH:19]=[CH:18][CH:17]=[CH:16][CH:15]=2)[CH:11]([CH2:20][CH:21]2[CH2:26][C:25](=[O:27])[CH2:24][CH2:23][CH:22]2[C:28](=[O:34])[NH:29][C:30]([CH3:33])([CH3:32])[CH3:31])[O:10][C:9]1([CH3:36])[CH3:35])=[O:7])([CH3:4])([CH3:3])[CH3:2].CCC(C)[BH-](C(C)CC)C(C)CC.[Li+]>O1CCCC1>[C:1]([O:5][C:6]([N:8]1[CH:12]([CH2:13][C:14]2[CH:19]=[CH:18][CH:17]=[CH:16][CH:15]=2)[CH:11]([CH2:20][CH:21]2[CH2:26][CH:25]([OH:27])[CH2:24][CH2:23][CH:22]2[C:28](=[O:34])[NH:29][C:30]([CH3:33])([CH3:32])[CH3:31])[O:10][C:9]1([CH3:36])[CH3:35])=[O:7])([CH3:3])([CH3:4])[CH3:2] |f:1.2|. Procedure details: A solution of 4-benzyl-5-(2-tert-butylcarbamoyl-5-oxo-cyclohexylmethyl)-2,2-dimethyl-oxazolidine-3-carboxylic acid tert-butyl ester (980 mg, 1.96 mmol) in dry tetrahydrofuran was stirred at −78° C. under nitrogen during the addition of 1 M L-selectride solution in tetrahydrofuran (2.5 ml, 2.5 mmol). The resulting mixture was stirred at −78° C. for 30 minutes and then quenched by the addition of saturated aqueous ammonium chloride solution and allowed to warm to room temperature. The layers were ...